From a dataset of the Open Reaction Database (ORD), a public repository of structured organic reaction records. describe an organic reaction: reactants, conditions, products, and yield Starting materials: peptide, CSC (dimethylsulfide), CC1=CC=C(C=C1)S (p-thiocresol), C1=CC(=CC=C1O)C (p-cresol). Conditions: time 2 hour. The product is C1=CC(=CC=C1O)C.CC1=CC=C(C=C1)S (p-cresol p-thiocresol). As a reaction SMILES: CSC.[CH3:4][C:5]1[CH:10]=[CH:9][C:8]([SH:11])=[CH:7][CH:6]=1.[CH:12]1[C:17]([OH:18])=[CH:16][CH:15]=[C:14]([CH3:19])[CH:13]=1>>[CH:16]1[C:17]([OH:18])=[CH:12][CH:13]=[C:14]([CH3:19])[CH:15]=1.[CH3:4][C:5]1[CH:10]=[CH:9][C:8]([SH:11])=[CH:7][CH:6]=1 |f:3.4|. Procedure details: The dried resin peptide (1 g) was premixed with dimethylsulfide, p-thiocresol, and p-cresol; liquid HF at -78° C. was then added to give approximately a final volume of 10 mL (65:2.5:7.5:25 by volume). The mixture was equilibrated to 0° C. by stirring in an ice bath. After 2 hr, the HF and dimethyl sulfide were removed in vacuo. The high HF treatment was initiated by recharging the reaction vessel at -78° C. with about 14 mL of fresh HF to give a total volume of 15 mL HF-p-cresol-p-thiocresol. T... Starting materials: FC=1C=C(C[C@@H]2NC(O[C@@H]2[C@@H]2N(C[C@@H](C2)O)C(C2=CC=CC=C2)C2=CC=CC=C2)=O)C=C(C1)F ((4S,5S)-4-(3,5-difluorobenzyl)-5-((2R,4R)-1-benzhydryl-4-hydroxypyrrolidin-2-yl)oxazolidin-2-one), C1(=CC=CC=C1)P(C1=CC=CC=C1)C1=CC=CC=C1 (triphenylphosphine), CCOC(=O)/N=N/C(=O)OCC (DEAD), FC=1C=C(C[C@@H]2NC(O[C@@H]2[C@@H]2N(C[C@@H](C2)OCC=C)C(C2=CC=CC=C2)C2=CC=CC=C2)=O)C=C(C1)F ((4S,5S)-4-(3,5-difluorobenzyl)-5-((2R,4R)-4-(allyloxy)-1-benzhydrylpyrrolidin-2-yl)oxazolidin-2-one), C(C)(=O)O[C@@H]1CN([C@H](C1)[C@@H]1[C@@H](NC(O1)=O)CC1=CC(=CC(=C1)F)F)C(C1=CC=CC=C1)C1=CC=CC=C1 ((3S,5R)-5-((4S,5S)-4-(3,5-difluorobenzyl)-2-oxooxazolidin-5-yl)-1-benzhydrylpyrrolidin-3-yl acetate), C(C)(=O)O (Acetic acid). The solvent is C1CCOC1 (THF), C1CCOC1 (THF), C(C)(=O)OCC.CCCCCC (ethyl acetate hexane). Reaction conditions: temperature 0 celsius, time 5 minute. Product: FC=1C=C(C[C@@H]2NC(O[C@@H]2[C@@H]2N(C[C@H](C2)O)C(C2=CC=CC=C2)C2=CC=CC=C2)=O)C=C(C1)F ((4S,5S)-4-(3,5-difluorobenzyl)-5-((2R,4S)-1-benzhydryl-4-hydroxypyrrolidin-2-yl)oxazolidin-2-one). Isolated yield 81.0%. Reaction SMILES: [F:1][C:2]1[CH:3]=[C:4]([CH:34]=[C:35]([F:37])[CH:36]=1)[CH2:5][C@H:6]1[C@@H:10]([C@H:11]2[CH2:15][C@@H:14]([O:16]CC=C)[CH2:13][N:12]2[CH:20]([C:27]2[CH:32]=[CH:31][CH:30]=[CH:29][CH:28]=2)[C:21]2[CH:26]=[CH:25][CH:24]=[CH:23][CH:22]=2)[O:9][C:8](=[O:33])[NH:7]1.C(O[C@H]1C[C@H]([C@H]2OC(=O)N[C@H]2CC2C=C(F)C=C(F)C=2)N(C(C2C=CC=CC=2)C2C=CC=CC=2)C1)(=O)C.C1(P(C2C=CC=CC=2)C2C=CC=CC=2)C=CC=CC=1.CCOC(/N=N/C(OCC)=O)=O.FC1C=C(C=C(F)C=1)C[C@H]1[C@@H]([C@H]2C[C@@H](O)CN2C(C2C=CC=CC=2)C2C=CC=CC=2)OC(=O)N1.C(O)(=O)C>C1COCC1.C(OCC)(=O)C.CCCCCC>[F:37][C:35]1[CH:34]=[C:4]([CH:3]=[C:2]([F:1])[CH:36]=1)[CH2:5][C@H:6]1[C@@H:10]([C@H:11]2[CH2:15][C@H:14]([OH:16])[CH2:13][N:12]2[CH:20]([C:21]2[CH:22]=[CH:23][CH:24]=[CH:25][CH:26]=2)[C:27]2[CH:32]=[CH:31][CH:30]=[CH:29][CH:28]=2)[O:9][C:8](=[O:33])[NH:7]1 |f:7.8|. Procedure details: Step K (1): (3S,5R)-5-((4S,5S)-4-(3,5-difluorobenzyl)-2-oxooxazolidin-5-yl)-1-benzhydrylpyrrolidin-3-yl acetate. To a solution of triphenylphosphine (510 mg, 1.94 mmol) in THF (20 mL) at 0° C. was added DEAD (0.36 mL, 1.94 mmol) and the mixture was allowed to come to rt for 5 min and was again cooled to 0° C. A solution of (4S,5S)-4-(3,5-difluorobenzyl)-5-((2R,4R)-1-benzhydryl-4-hydroxypyrrolidin-2-yl)oxazolidin-2-one (Preparation J, 750 mg, 1.62 mmol) in THF (20 mL) was added and the mixture wa... Starting materials: [OH-].[K+] (potassium hydroxide), [OH-].[Na+] (sodium hydroxide), [OH-].[K+] (potassium hydroxide), C(CC(C)(C)C)Cl (neohexyl chloride). The product is C=CC(C)(C)C (neohexene), C(CC(C)(C)C)O (neohexanol), C(CC(C)(C)C)OCCC(C)(C)C (dineohexyl ether). RXN SMILES: [OH-:1].[K+].[OH-].[Na+].[CH2:5](Cl)[CH2:6][C:7]([CH3:10])([CH3:9])[CH3:8]>>[CH2:5]=[CH:6][C:7]([CH3:10])([CH3:9])[CH3:8].[CH2:5]([OH:1])[CH2:6][C:7]([CH3:10])([CH3:9])[CH3:8].[CH2:5]([O:1][CH2:5][CH2:6][C:7]([CH3:10])([CH3:9])[CH3:8])[CH2:6][C:7]([CH3:10])([CH3:9])[CH3:8] |f:0.1,2.3|. Reported procedure: The procedure of Example 1 is followed; instead of using potassium hydroxide, 1 mole of potassium hydroxide and 1 mole of sodium hydroxide is utilized, as well as 2 moles of neohexyl chloride. A conversion of about 50% is attained in this procedure. The yields of neohexene, neohexanol, and dineohexyl ether, based on converted neohexyl chloride, are 70.0 mol-%, 6.1 mol-%, and 7.1 mol-%, respectively. Reaction SMILES: [CH2:1]([C:4]1[NH:8][C:7]([CH:9]=[O:10])=[CH:6][CH:5]=1)[CH2:2][CH3:3].Br[CH2:12][C:13]1[CH:18]=[CH:17][C:16]([C:19]2[C:20]([C:25]([O:27][C:28]([CH3:31])([CH3:30])[CH3:29])=[O:26])=[CH:21][CH:22]=[CH:23][CH:24]=2)=[CH:15][CH:14]=1.[OH-].[Na+]>C(Cl)Cl.CCCCCCCC[N+](CCCCCCCC)(CCCCCCCC)C.[Cl-]>[CH2:1]([C:4]1[N:8]([CH2:12][C:13]2[CH:18]=[CH:17][C:16]([C:19]3[CH:24]=[CH:23][CH:22]=[CH:21][C:20]=3[C:25]([O:27][C:28]([CH3:31])([CH3:30])[CH3:29])=[O:26])=[CH:15][CH:14]=2)[C:7]([CH:9]=[O:10])=[CH:6][CH:5]=1)[CH2:2][CH3:3] |f:2.3,5.6|. The solvent is C(Cl)Cl (methylene chloride). Starting materials: C(CC)C1=CC=C(N1)C=O (5-n-propylpyrrole-2-carboxaldehyde), BrCC1=CC=C(C=C1)C=1C(=CC=CC1)C(=O)OC(C)(C)C (t-butyl 4'-bromomethylbiphenyl-2-carboxylate), [OH-].[Na+] (NaOH). Run at time 8 hour. The reagents and catalysts are CCCCCCCC[N+](C)(CCCCCCCC)CCCCCCCC.[Cl-] (Aliquat 336). The yield is 132.4%. Procedure: To a solution of 5-n-propylpyrrole-2-carboxaldehyde (2.5 g, 18.9 mmol) and t-butyl 4'-bromomethylbiphenyl-2-carboxylate (7.2 g, 20.7 mmol) in methylene chloride (75 ml) was added 2.5N NaOH (15 ml) and Aliquat 336 (1.5 g, 3.7 mmol). The mixture was vigorously stirred at room temperature overnight (~18 hours). The organic phase was washed with water (50 ml) and saturated aqueous sodium chloride (50 ml) before being dried (MgSO4), filtered and concentrated to leave 10.1 g of a dark oily residue. Fl... The product is C(CC)C1=CC=C(N1CC1=CC=C(C=C1)C1=C(C=CC=C1)C(=O)OC(C)(C)C)C=O (5-n-propyl-1-[(2'-t-butoxycarbonylbiphenyl-4-yl)methyl]pyrrole-2-carboxaldehyde).